This data is from the Open Reaction Database (ORD), a public repository of structured organic reaction records. The task is: describe an organic reaction: reactants, conditions, products, and yield Starting materials: C(C)(C)(C)OC(=O)N1[C@@H](CCC1)COC(C(F)(F)F)(C(F)(F)F)C1=CC=C(C=C1)NC(=O)C=1C(=NC=CC1)F ((S)-2-(2,2,2-trifluoro-1-{4-[(2-fluoro-pyridine-3-carbonyl)-amino]-phenyl}-1-trifluoromethyl-ethoxymethyl)-pyrrolidine-1-carboxylic acid tert-butyl ester), Cl.Cl.N1C=CC=2C1=NC=CC2CN (C-(1H-pyrrolo[2,3-b]pyridin-4-yl)-methylamine dihydrochloride). Product: N1C=CC=2C1=NC=CC2CNC2=C(C(=O)NC1=CC=C(C=C1)C(C(F)(F)F)(C(F)(F)F)OC[C@H]1NCCC1)C=CC=N2 ((S)-2-((1H-pyrrolo[2,3-b]pyridin-4-yl)methylamino)-N-(4-(1,1,1,3,3,3-hexafluoro-2-(pyrrolidin-2-ylmethoxy)propan-2-yl)phenyl)nicotinamide). Reaction SMILES: C(OC([N:8]1[CH2:12][CH2:11][CH2:10][C@H:9]1[CH2:13][O:14][C:15]([C:24]1[CH:29]=[CH:28][C:27]([NH:30][C:31]([C:33]2[C:34](F)=[N:35][CH:36]=[CH:37][CH:38]=2)=[O:32])=[CH:26][CH:25]=1)([C:20]([F:23])([F:22])[F:21])[C:16]([F:19])([F:18])[F:17])=O)(C)(C)C.Cl.Cl.[NH:42]1[C:46]2=[N:47][CH:48]=[CH:49][C:50]([CH2:51][NH2:52])=[C:45]2[CH:44]=[CH:43]1>>[NH:42]1[C:46]2=[N:47][CH:48]=[CH:49][C:50]([CH2:51][NH:52][C:34]3[N:35]=[CH:36][CH:37]=[CH:38][C:33]=3[C:31]([NH:30][C:27]3[CH:26]=[CH:25][C:24]([C:15]([O:14][CH2:13][C@@H:9]4[CH2:10][CH2:11][CH2:12][NH:8]4)([C:16]([F:19])([F:17])[F:18])[C:20]([F:21])([F:22])[F:23])=[CH:29][CH:28]=3)=[O:32])=[C:45]2[CH:44]=[CH:43]1 |f:1.2.3|. Procedure: The titled compound was prepared from (S)-2-(2,2,2-trifluoro-1-{4-[(2-fluoro-pyridine-3-carbonyl)-amino]-phenyl}-1-trifluoromethyl-ethoxymethyl)-pyrrolidine-1-carboxylic acid tert-butyl ester and C-(1H-pyrrolo[2,3-b]pyridin-4-yl)-methylamine dihydrochloride by the method described in Example 1. MS (ES+): 593 (M+H). Calc'd. for C28H26F6N6O2—592.54.